Dataset: the Open Reaction Database (ORD), a public repository of structured organic reaction records. Task: describe an organic reaction: reactants, conditions, products, and yield Reactants: ClCC1CC1, [H-], O=[N+]([O-])c1ccc2c(c1)OCC(CO)O2, [Na+], CN(C)C=O. Yields the product O=[N+]([O-])c1ccc2c(c1)OCC(COCC1CC1)O2. RXN SMILES: [Cl:18][CH2:19][CH:20]1[CH2:21][CH2:22]1.[H-:16].[N+:1](=[O:2])([O-:3])[c:4]1[cH:5][c:6]2[c:7]([cH:14][cH:15]1)[O:8][CH:9]([CH2:12][OH:13])[CH2:10][O:11]2.[Na+:17].[O:23]=[CH:24][N:25]([CH3:26])[CH3:27]>>[N+:1](=[O:2])([O-:3])[c:4]1[cH:5][c:6]2[c:7]([cH:14][cH:15]1)[O:8][CH:9]([CH2:12][O:13][CH2:19][CH:20]1[CH2:21][CH2:22]1)[CH2:10][O:11]2. Starting materials: CCOC(=O)c1cnn(C)c1C(=O)O, CCCP(=O)(O)O, CN(C)c1nc2cc(N)ccn2n1, CCN(C(C)C)C(C)C, C1CCOC1. The product is CCOC(=O)c1cnn(C)c1C(=O)Nc1ccn2nc(N(C)C)nc2c1. RXN SMILES: [CH2:14]([CH3:15])[O:16][C:17](=[O:18])[c:19]1[cH:20][n:21][n:22]([CH3:27])[c:23]1[C:24](=[O:25])[OH:26].[CH2:28]([P:29]([OH:30])([OH:31])=[O:32])[CH2:33][CH3:34].[CH3:1][N:2]([c:3]1[n:4][n:5]2[c:6]([cH:7][c:8]([NH2:11])[cH:9][cH:10]2)[n:12]1)[CH3:13].[CH:35]([N:36]([CH:37]([CH3:38])[CH3:39])[CH2:40][CH3:41])([CH3:42])[CH3:43].[O:44]1[CH2:45][CH2:46][CH2:47][CH2:48]1>>[CH3:1][N:2]([c:3]1[n:4][n:5]2[c:6]([cH:7][c:8]([NH:11][C:24]([c:23]3[c:19]([C:17]([O:16][CH2:14][CH3:15])=[O:18])[cH:20][n:21][n:22]3[CH3:27])=[O:25])[cH:9][cH:10]2)[n:12]1)[CH3:13].